Dataset: the Open Reaction Database (ORD), a public repository of structured organic reaction records. Task: describe an organic reaction: reactants, conditions, products, and yield Starting materials: ClC1=NC=C(C=C1)C(=O)Cl (2-Chloropyridine-5-carbonyl chloride), COC=1C=CC2=C(SC(=C2)C2=CC=C(C=C2)OC)C1 (6-Methoxy-2-(4-methoxy-phenyl) -benzo[b]thiophene), [Cl-].[Cl-].[Cl-].[Al+3] (aluminum trichloride). Solvent: C(Cl)Cl (methylene chloride). Run at time 16 hour. Product: ClC1=CC=C(C=N1)C(=O)C=1C2=C(SC1C1=CC=C(C=C1)OC)C=C(C=C2)OC ((6-Chloro-pyridin3-yl)-[6-methoxy-2-(4-methoxy-phenyl) -benzo[b]thiophen-3-yl]-methanone). Isolated yield 32.6%. RXN SMILES: [Cl:1][C:2]1[CH:7]=[CH:6][C:5]([C:8](Cl)=[O:9])=[CH:4][N:3]=1.[CH3:11][O:12][C:13]1[CH:14]=[CH:15][C:16]2[CH:20]=[C:19]([C:21]3[CH:26]=[CH:25][C:24]([O:27][CH3:28])=[CH:23][CH:22]=3)[S:18][C:17]=2[CH:29]=1.[Cl-].[Cl-].[Cl-].[Al+3]>C(Cl)Cl>[Cl:1][C:2]1[N:3]=[CH:4][C:5]([C:8]([C:20]2[C:16]3[CH:15]=[CH:14][C:13]([O:12][CH3:11])=[CH:29][C:17]=3[S:18][C:19]=2[C:21]2[CH:26]=[CH:25][C:24]([O:27][CH3:28])=[CH:23][CH:22]=2)=[O:9])=[CH:6][CH:7]=1 |f:2.3.4.5|. Reported procedure: To a suspension of 2-Chloropyridine-5-carbonyl chloride (4.23 gm, 24 mmol) and 6-Methoxy-2-(4-methoxy-phenyl) -benzo[b]thiophene (5.0 gm, 18.5 mmol) in 275 mL of methylene chloride was added aluminum trichloride (18.59 g, 138.8 mmol) in three portions. The black-red reaction was stirred for 16 hrs. at room temperature. The reaction was then quenched with 400 mL of 2N NaOH (slowly and cooled in ice) and extracted into 300 mL of methylene chloride. The organic layer was washed with brine, dried ov... Reactants: COC(OC)c1ccc(F)c(C(=O)c2cccc(F)c2)c1, [Na+], O=C([O-])O. Product: O=Cc1ccc(F)c(C(=O)c2cccc(F)c2)c1. RXN SMILES: [CH3:1][O:2][CH:3]([c:4]1[cH:5][cH:6][c:7]([F:19])[c:8]([C:10](=[O:11])[c:12]2[cH:13][c:14]([F:18])[cH:15][cH:16][cH:17]2)[cH:9]1)[O:20][CH3:21].[Na+:22].[OH:23][C:24](=[O:25])[O-:26]>>[O:2]=[CH:3][c:4]1[cH:5][cH:6][c:7]([F:19])[c:8]([C:10](=[O:11])[c:12]2[cH:13][c:14]([F:18])[cH:15][cH:16][cH:17]2)[cH:9]1. The reactants are CC(C)(C)OC(=O)N1CCCC(CNc2cccnc2)C1, ClCCl, O=C(Cl)c1ccco1. Yields the product CC(C)(C)OC(=O)N1CCCC(CN(C(=O)c2ccco2)c2cccnc2)C1. Reaction SMILES: [C:1](=[O:2])([O:3][C:4]([CH3:5])([CH3:6])[CH3:7])[N:8]1[CH2:9][CH:10]([CH2:14][NH:15][c:16]2[cH:17][n:18][cH:19][cH:20][cH:21]2)[CH2:11][CH2:12][CH2:13]1.[Cl:30][CH2:31][Cl:32].[o:22]1[c:23]([C:27](=[O:28])[Cl:29])[cH:24][cH:25][cH:26]1>>[C:1](=[O:2])([O:3][C:4]([CH3:5])([CH3:6])[CH3:7])[N:8]1[CH2:9][CH:10]([CH2:14][N:15]([c:16]2[cH:17][n:18][cH:19][cH:20][cH:21]2)[C:27]([c:23]2[o:22][cH:26][cH:25][cH:24]2)=[O:28])[CH2:11][CH2:12][CH2:13]1. Reactants: NC1=C(C2=C(CNCC2)S1)C(C1=CC=CC=C1)=O (2-Amino-3-benzoyl-4,5,6,7-tetrahydrothieno[2,3-c]pyridine), CI (methyl iodide), C([O-])([O-])=O.[K+].[K+] (potassium carbonate), [I-].[Na+] (sodium iodide). The solvent is CN(C=O)C (dimethyformamide), O (water). Run at temperature 65 celsius. The product is NC1=C(C2=C(CN(CC2)C)S1)C(C1=CC=CC=C1)=O (2-Amino-3-benzoyl-6-methyl-4,5,6,7-tetrahydrothieno[2,3-c]pyridine). Isolated yield 77.0%. Reaction SMILES: [NH2:1][C:2]1[S:10][C:5]2[CH2:6][NH:7][CH2:8][CH2:9][C:4]=2[C:3]=1[C:11](=[O:18])[C:12]1[CH:17]=[CH:16][CH:15]=[CH:14][CH:13]=1.CI.[C:21](=O)([O-])[O-].[K+].[K+].[I-].[Na+]>CN(C)C=O.O>[NH2:1][C:2]1[S:10][C:5]2[CH2:6][N:7]([CH3:21])[CH2:8][CH2:9][C:4]=2[C:3]=1[C:11](=[O:18])[C:12]1[CH:13]=[CH:14][CH:15]=[CH:16][CH:17]=1 |f:2.3.4,5.6|. Procedure details: 2-Amino-3-benzoyl-4,5,6,7-tetrahydrothieno[2,3-c]pyridine (2 mmol), as prepared in Example 8, and methyl iodide (3 mmol) were dissolved in dry dimethyformamide (20 mL). Finely ground anhydrous potassium carbonate (1.9 g) and sodium iodide (0.2 g) were added to the solution and the resulting mixture was warmed to 65° C. overnight under nitrogen. After this period (TLC control), the reaction mixture was cooled, diluted with water, extracted with diethyl ether (3×50 mL), and dried on sodium sulfate... The reactants are C(#N)[BH3-].[Na+] (sodium cyanoborohydride), Cl.Cl.C(#N)C1(CCNCC1)NC(C1=CN=CC(=C1)C)=O (N-(4-cyano-piperidin-4-yl)-5-methyl-nicotinamide dihydrochloride), C(C)OC=1C=C(C=O)C=CC1C (3-ethoxy-4-methyl-benzaldehyde), C(C)N(C(C)C)C(C)C (N-ethyl diisopropylamine). The reagents and catalysts are CC([O-])C.CC([O-])C.CC([O-])C.CC([O-])C.[Ti+4] (titanium tetra-isopropoxide). Run in C(C)(C)O (isopropanol). Reaction conditions: time 1 hour. Product: C(#N)C1(CCN(CC1)CC1=CC(=C(C=C1)C)OCC)NC(C1=CN=CC(=C1)C)=O (N-[4-Cyano-1-(3-ethoxy-4-methyl-benzyl)-piperidin-4-yl]-5-methyl-nicotinamide). RXN SMILES: Cl.Cl.[C:3]([C:5]1([NH:11][C:12](=[O:20])[C:13]2[CH:18]=[C:17]([CH3:19])[CH:16]=[N:15][CH:14]=2)[CH2:10][CH2:9][NH:8][CH2:7][CH2:6]1)#[N:4].[CH2:21]([O:23][C:24]1[CH:25]=[C:26]([CH:29]=[CH:30][C:31]=1[CH3:32])[CH:27]=O)[CH3:22].C(N(C(C)C)C(C)C)C.C([BH3-])#N.[Na+]>C(O)(C)C.CC(C)[O-].CC(C)[O-].CC(C)[O-].CC(C)[O-].[Ti+4]>[C:3]([C:5]1([NH:11][C:12](=[O:20])[C:13]2[CH:18]=[C:17]([CH3:19])[CH:16]=[N:15][CH:14]=2)[CH2:10][CH2:9][N:8]([CH2:27][C:26]2[CH:29]=[CH:30][C:31]([CH3:32])=[C:24]([O:23][CH2:21][CH3:22])[CH:25]=2)[CH2:7][CH2:6]1)#[N:4] |f:0.1.2,5.6,8.9.10.11.12|. Procedure details: To a solution of N-(4-cyano-piperidin-4-yl)-5-methyl-nicotinamide dihydrochloride (171.0 mg, 0.54 mmol, 1.0 equiv) in isopropanol (5 mL) was added 3-ethoxy-4-methyl-benzaldehyde (88.7 mg, 0.54 mmol, 1.0 equiv; intermediate B10), titanium tetra-isopropoxide (766.5 mg, 2.70 mmol, 5.0 equiv) and N-ethyl diisopropylamine (209.5 mg, 1.62 mmol, 3.0 equiv), followed by sodium cyanoborohydride (67.4 mg, 1.08 mmol, 2.0 equiv) after stirring for 1 h. The reaction mixture was allowed to react overnight and...